Dataset: the Open Reaction Database (ORD), a public repository of structured organic reaction records. Task: describe an organic reaction: reactants, conditions, products, and yield The reactants are [Na+].[I-] (NaI), Cl.ClCCN(C)C ((2-chloro-ethyl)-dimethyl-amine hydrochloride), ClC=1C=C(C=CC1F)C1=CC(=NC(=N1)N1C(CCC1)C)N1CCN(CC1)C1=C(C=C(C=N1)O)C (6-{4-[6-(3-chloro-4-fluoro-phenyl)-2-(2-methyl-pyrrolidin-1-yl)-pyrimidin-4-yl]-piperazin-1-yl}-5-methyl-pyridin-3-ol), C(=O)([O-])[O-].[Cs+].[Cs+] (Cs2CO3). Run in CN(C)C=O (DMF). Conditions: temperature 0 celsius, time 30 minute. Product: ClC=1C=C(C=CC1F)C1=CC(=NC(=N1)N1C(CCC1)C)N1CCN(CC1)C1=C(C=C(C=N1)OCCN(C)C)C ([2-(6-{4-[6-(3-Chloro-4-fluoro-phenyl)-2-(2-methyl-pyrrolidin-1-yl)-pyrimidin-4-yl]-piperazin-1-yl}-5-methyl-pyridin-3-yloxy)-ethyl]-dimethyl-amine). RXN SMILES: Cl.Cl[CH2:3][CH2:4][N:5]([CH3:7])[CH3:6].C([O-])([O-])=O.[Cs+].[Cs+].[Cl:14][C:15]1[CH:16]=[C:17]([C:22]2[N:27]=[C:26]([N:28]3[CH2:32][CH2:31][CH2:30][CH:29]3[CH3:33])[N:25]=[C:24]([N:34]3[CH2:39][CH2:38][N:37]([C:40]4[N:45]=[CH:44][C:43]([OH:46])=[CH:42][C:41]=4[CH3:47])[CH2:36][CH2:35]3)[CH:23]=2)[CH:18]=[CH:19][C:20]=1[F:21].[Na+].[I-]>CN(C=O)C>[Cl:14][C:15]1[CH:16]=[C:17]([C:22]2[N:27]=[C:26]([N:28]3[CH2:32][CH2:31][CH2:30][CH:29]3[CH3:33])[N:25]=[C:24]([N:34]3[CH2:35][CH2:36][N:37]([C:40]4[N:45]=[CH:44][C:43]([O:46][CH2:3][CH2:4][N:5]([CH3:7])[CH3:6])=[CH:42][C:41]=4[CH3:47])[CH2:38][CH2:39]3)[CH:23]=2)[CH:18]=[CH:19][C:20]=1[F:21] |f:0.1,2.3.4,6.7|. Reported procedure: To a cooled mixture of (2-chloro-ethyl)-dimethyl-amine hydrochloride (116 mg, 0.81 mmol) in DMF, add Cs2CO3 (526 mg, 1.62 mmol) and stir at 0° C. for 30 min. Add 6-{4-[6-(3-chloro-4-fluoro-phenyl)-2-(2-methyl-pyrrolidin-1-yl)-pyrimidin-4-yl]-piperazin-1-yl}-5-methyl-pyridin-3-ol (78 mg, 0.16 mmol) and NaI (29 mg, 0.16 mmol). Stir the mixture at room temperature for 1 h and then for 2 h at 45° C. Partition between EtOAc and water. Wash with brine, dry the solution (Na2SO4), and concentrate under ... The reactants are COC(=O)C(NC(=O)c1ccc(C#Cc2ccccc2)cc1)C(C)O, C[O-], CO, CCOC(C)=O, ClCCl, Cl, Cl, NO, [Na+]. Yields the product CC(O)C(NC(=O)c1ccc(C#Cc2ccccc2)cc1)C(=O)NO. Reaction SMILES: [CH3:1][O:2][C:3]([CH:4]([CH:5]([CH3:6])[OH:7])[NH:8][C:9]([c:10]1[cH:11][cH:12][c:13]([C:16]#[C:17][c:18]2[cH:19][cH:20][cH:21][cH:22][cH:23]2)[cH:14][cH:15]1)=[O:24])=[O:25].[CH3:29][O-:30].[CH3:33][OH:34].[CH3:38][CH2:39][O:40][C:41]([CH3:42])=[O:43].[Cl:35][CH2:36][Cl:37].[ClH:28].[ClH:32].[NH2:26][OH:27].[Na+:31]>>[O:2]=[C:3]([CH:4]([CH:5]([CH3:6])[OH:7])[NH:8][C:9]([c:10]1[cH:11][cH:12][c:13]([C:16]#[C:17][c:18]2[cH:19][cH:20][cH:21][cH:22][cH:23]2)[cH:14][cH:15]1)=[O:24])[NH:26][OH:27]. Reactants: C([O-])(O)=O.[Na+] (sodium bicarbonate), ClC1=C(C=C(C=C1)[C@@]1(O[C@@H]([C@H]([C@@H]([C@H]1O)O)O)CO)OC)CC1=CC=C(C=C1)OC(F)(F)F ((2S,3R,4S,5S,6R)-2-[4-chloro-3-[[4-(trifluoromethoxy)phenyl]methyl]phenyl]-6-(hydroxymethyl)-2-methoxy-tetrahydropyran-3,4,5-triol), N1C=NC=C1 (imidazole), [Si](C)(C)(C(C)(C)C)Cl (tert-butyldimethylsilyl chloride). Reagents/catalysts: CN(C1=CC=NC=C1)C (4-dimethylaminopyridine). Run in ClCCl (dichloromethane). Run at time 1.5 hour. Product: [Si](C)(C)(C(C)(C)C)OC[C@@H]1[C@H]([C@@H]([C@H]([C@](O1)(OC)C1=CC(=C(C=C1)Cl)CC1=CC=C(C=C1)OC(F)(F)F)O)O)O ((2S,3R,4S,5S,6R)-6-[[tert-butyl(dimethyl)silyl]oxymethyl]-2-[4-chloro-3-[[4-(trifluoromethoxy)phenyl]methyl]phenyl]-2-methoxy-tetrahydropyran-3,4,5-triol). Isolated yield 110.5%. As a reaction SMILES: [Cl:1][C:2]1[CH:7]=[CH:6][C:5]([C@@:8]2([O:19][CH3:20])[C@H:13]([OH:14])[C@@H:12]([OH:15])[C@H:11]([OH:16])[C@@H:10]([CH2:17][OH:18])[O:9]2)=[CH:4][C:3]=1[CH2:21][C:22]1[CH:27]=[CH:26][C:25]([O:28][C:29]([F:32])([F:31])[F:30])=[CH:24][CH:23]=1.N1C=CN=C1.[Si:38](Cl)([C:41]([CH3:44])([CH3:43])[CH3:42])([CH3:40])[CH3:39].C(=O)(O)[O-].[Na+]>ClCCl.CN(C)C1C=CN=CC=1>[Si:38]([O:18][CH2:17][C@H:10]1[O:9][C@:8]([C:5]2[CH:6]=[CH:7][C:2]([Cl:1])=[C:3]([CH2:21][C:22]3[CH:27]=[CH:26][C:25]([O:28][C:29]([F:32])([F:30])[F:31])=[CH:24][CH:23]=3)[CH:4]=2)([O:19][CH3:20])[C@H:13]([OH:14])[C@@H:12]([OH:15])[C@@H:11]1[OH:16])([C:41]([CH3:44])([CH3:43])[CH3:42])([CH3:40])[CH3:39] |f:3.4|. Reported procedure: To a solution of (2S,3R,4S,5S,6R)-2-[4-chloro-3-[[4-(trifluoromethoxy)phenyl]methyl]phenyl]-6-(hydroxymethyl)-2-methoxy-tetrahydropyran-3,4,5-triol 15h (1.0 g, 2.09 mmol) in dichloromethane (15 mL) were added imidazole (0.57 g, 8.39 mmol), tert-butyldimethylsilyl chloride (0.63 g, 4.19 mmol) and 4-dimethylaminopyridine (26 mg, 0.21 mmol) in turn at 0° C. The mixture was warmed up to room temperature and stirred for 1.5 hours. The reaction mixture was adjusted with saturated aqueous sodium bicarb... The reactants are Cl.CC1=C(OCC(O)C2=NC=CC=C2)C=CC(=C1)C (α-[(2,4-dimethylphenoxy)methyl]pyridine-2-methanol hydrochloride), CCOCC (ether), C(\C=C\C(=O)O)(=O)O (fumaric acid). The reagents and catalysts are [Pt]=O (platinum oxide). The solvent is CO (methanol), CO (methanol), CO (methanol). Reaction conditions: time 8 hour. Yields the product C(\C=C\C(=O)O)(=O)O.CC1=C(OCC(O)C2NCCCC2)C=CC(=C1)C (α-[(2,4-Dimethylphenoxy)methyl]-2-piperidinemethanol fumarate). The yield is 52.9%. Reaction SMILES: Cl.[CH3:2][C:3]1[CH:18]=[C:17]([CH3:19])[CH:16]=[CH:15][C:4]=1[O:5][CH2:6][CH:7]([C:9]1[CH:14]=[CH:13][CH:12]=[CH:11][N:10]=1)[OH:8].[C:20]([OH:27])(=[O:26])/[CH:21]=[CH:22]/[C:23]([OH:25])=[O:24].CCOCC>CO.[Pt]=O>[C:20]([OH:27])(=[O:26])/[CH:21]=[CH:22]/[C:23]([OH:25])=[O:24].[CH3:2][C:3]1[CH:18]=[C:17]([CH3:19])[CH:16]=[CH:15][C:4]=1[O:5][CH2:6][CH:7]([CH:9]1[CH2:14][CH2:13][CH2:12][CH2:11][NH:10]1)[OH:8] |f:0.1,6.7|. Procedure: A solution of α-[(2,4-dimethylphenoxy)methyl]pyridine-2-methanol hydrochloride (10.0 g, 0.0347 mole) in 200 ml of methanol was hydrogenated at room temperature with 1.4 g of platinum oxide for 1/2 hr. The methanol solution was filtered and solvent removed on the rotary evaporator. The resulting material was dissolved in water, made basic with 10% sodium hydroxide and the free base was extracted into methylene chloride. Removal of methylene chloride on the rotary evaporator gave a yellow oil. Whi...